Dataset: the Open Reaction Database (ORD), a public repository of structured organic reaction records. Task: describe an organic reaction: reactants, conditions, products, and yield Starting materials: BrC1=CC2=C(N1C(C)C)C(N(C2=O)C2=CN(C(C(=C2)Cl)=O)C)C2=CC(=C(C#N)C=C2)F (4-[2-bromo-5-(5-chloro-1-methyl-6-oxo-1,6-dihydro-pyridin-3-yl)-1-isopropyl-4-oxo-1,4,5,6-tetrahydro-pyrrolo[3,4-b]pyrrol-6-yl]-2-fluoro-benzonitrile), BrC1=CC2=C(N1C(C)C)C(N(C2=O)C2=C(C=CC(=C2)Cl)C)C2=CC=C(C=C2)Cl (2-bromo-5-(5-chloro-2-methyl-phenyl)-6-(4-chloro-phenyl)-1-isopropyl-5,6-dihydro-1H-pyrrolo[3,4-b]pyrrol-4-one), C(#N)C=1C=CC(=C(C1)B(O)O)OC (5-cyano-2-methoxyphenylboronic acid), COC1=NC(=NC=C1B1OC(C(O1)(C)C)(C)C)N(C)C (4-methoxy-N,N-dimethyl-5-(4,4,5,5-tetramethyl-1,3,2-dioxaborolan-2-yl)pyrimidin-2-amine), COC1=NC(=NC=C1B1OC(C(O1)(C)C)(C)C)N(C)C (4-methoxy-N,N-dimethyl-5-(4,4,5,5-tetramethyl-1,3,2-dioxaborolan-2-yl)pyrimidin-2-amine). Product: ClC1=CC(=CN(C1=O)C)N1C(C=2N(C(=CC2C1=O)C=1C(=NC(=NC1)N(C)C)OC)C(C)C)C1=CC(=C(C#N)C=C1)F (4-[5-(5-Chloro-1-methyl-6-oxo-1,6-dihydro-pyridin-3-yl)-2-(2-dimethylamino-4-methoxy-pyrimidin-5-yl)-1-isopropyl-4-oxo-1,4,5,6-tetrahydro-pyrrolo[3,4-b]pyrrol-6-yl]-2-fluoro-benzonitrile). Reaction SMILES: Br[C:2]1[N:6]([CH:7]([CH3:9])[CH3:8])[C:5]2[CH:10]([C:23]3[CH:30]=[CH:29][C:26]([C:27]#[N:28])=[C:25]([F:31])[CH:24]=3)[N:11]([C:14]3[CH:19]=[C:18]([Cl:20])[C:17](=[O:21])[N:16]([CH3:22])[CH:15]=3)[C:12](=[O:13])[C:4]=2[CH:3]=1.[CH3:32][O:33][C:34]1[C:39](B2OC(C)(C)C(C)(C)O2)=[CH:38][N:37]=[C:36]([N:49]([CH3:51])[CH3:50])[N:35]=1.BrC1N(C(C)C)C2C(C3C=CC(Cl)=CC=3)N(C3C=C(Cl)C=CC=3C)C(=O)C=2C=1.C(C1C=CC(OC)=C(B(O)O)C=1)#N>>[Cl:20][C:18]1[C:17](=[O:21])[N:16]([CH3:22])[CH:15]=[C:14]([N:11]2[C:12](=[O:13])[C:4]3[CH:3]=[C:2]([C:39]4[C:34]([O:33][CH3:32])=[N:35][C:36]([N:49]([CH3:50])[CH3:51])=[N:37][CH:38]=4)[N:6]([CH:7]([CH3:9])[CH3:8])[C:5]=3[CH:10]2[C:23]2[CH:30]=[CH:29][C:26]([C:27]#[N:28])=[C:25]([F:31])[CH:24]=2)[CH:19]=1. Reported procedure: The title compound was prepared in analogy to the procedure described for Example 17 but 4-[2-bromo-5-(5-chloro-1-methyl-6-oxo-1,6-dihydro-pyridin-3-yl)-1-isopropyl-4-oxo-1,4,5,6-tetrahydro-pyrrolo[3,4-b]pyrrol-6-yl]-2-fluoro-benzonitrile (Intermediate BC) and 4-methoxy-N,N-dimethyl-5-(4,4,5,5-tetramethyl-1,3,2-dioxaborolan-2-yl)pyrimidin-2-amine (Intermediate W) were used instead of 2-bromo-5-(5-chloro-2-methyl-phenyl)-6-(4-chloro-phenyl)-1-isopropyl-5,6-dihydro-1H-pyrrolo[3,4-b]pyrrol-4-one an...